This data is from the Open Reaction Database (ORD), a public repository of structured organic reaction records. The task is: describe an organic reaction: reactants, conditions, products, and yield The reactants are N#Cc1cnc2ccsc2c1Cl, [H-], Nc1ccc(Cl)cc1Cl, [Na+], C1CCOC1. The product is N#Cc1cnc2ccsc2c1Nc1ccc(Cl)cc1Cl. As a reaction SMILES: [Cl:12][c:13]1[c:14]2[c:15]([n:16][cH:17][c:18]1[C:19]#[N:20])[cH:21][cH:22][s:23]2.[H-:10].[NH2:1][c:2]1[cH:3][cH:4][c:5]([Cl:6])[cH:7][c:8]1[Cl:9].[Na+:11].[O:24]1[CH2:25][CH2:26][CH2:27][CH2:28]1>>[NH:1]([c:2]1[cH:3][cH:4][c:5]([Cl:6])[cH:7][c:8]1[Cl:9])[c:13]1[c:14]2[c:15]([n:16][cH:17][c:18]1[C:19]#[N:20])[cH:21][cH:22][s:23]2.